From a dataset of the Open Reaction Database (ORD), a public repository of structured organic reaction records. describe an organic reaction: reactants, conditions, products, and yield Starting materials: BrCc1ccccc1, CC1CNCCN1, CCO, [K+], [K+], O=C([O-])[O-]. Yields the product CC1CN(Cc2ccccc2)CCN1. Reaction SMILES: [Br:14][CH2:15][c:16]1[cH:17][cH:18][cH:19][cH:20][cH:21]1.[CH3:1][CH:2]1[NH:3][CH2:4][CH2:5][NH:6][CH2:7]1.[CH3:22][CH2:23][OH:24].[K+:8].[K+:9].[O-:10][C:11]([O-:12])=[O:13]>>[CH3:1][CH:2]1[NH:3][CH2:4][CH2:5][N:6]([CH2:15][c:16]2[cH:17][cH:18][cH:19][cH:20][cH:21]2)[CH2:7]1. The reactants are ClC=1C=C2C(=[N+](C1)[O-])C=CN2S(=O)(=O)C2=CC=C(C)C=C2 (6-chloro-1-tosyl-1H-pyrrolo[3,2-b]pyridine-4-oxide), CN(C(=O)Cl)C (dimethylcarbamic chloride), C[Si](C)(C)C#N (trimethylsilyl cyanide). Solvent: ClCCCl (1,2-dichloroethane). Run at temperature 80 celsius, time 8 hour. The product is ClC=1C=C2C(=NC1C#N)C=CN2S(=O)(=O)C2=CC=C(C)C=C2 (6-chloro-1-tosyl-1H-pyrrolo[3,2-b]pyridine-5-carbonitrile). The yield is 53.3%. Reaction SMILES: [Cl:1][C:2]1[CH:3]=[C:4]2[N:11]([S:12]([C:15]3[CH:21]=[CH:20][C:18]([CH3:19])=[CH:17][CH:16]=3)(=[O:14])=[O:13])[CH:10]=[CH:9][C:5]2=[N+:6]([O-])[CH:7]=1.[CH3:22][N:23](C)C(Cl)=O.C[Si](C#N)(C)C>ClCCCl>[Cl:1][C:2]1[CH:3]=[C:4]2[N:11]([S:12]([C:15]3[CH:21]=[CH:20][C:18]([CH3:19])=[CH:17][CH:16]=3)(=[O:14])=[O:13])[CH:10]=[CH:9][C:5]2=[N:6][C:7]=1[C:22]#[N:23]. Reported procedure: To a solution of 6-chloro-1-tosyl-1H-pyrrolo[3,2-b]pyridine-4-oxide (8.75 g, 27.12 mmol) in 1,2-dichloroethane (250 mL) was added dimethylcarbamic chloride (4.37 g, 40.66 mmol) and trimethylsilyl cyanide (4.03 g, 40.66 mmol) successively. The mixture was stirred under nitrogen at 80° C. overnight. The reaction mixture was quenched by adding sat'd. aq. NaHCO3 solution. The organic layer was washed with water (50 mL×3), dried (Na2SO4), filtered, and concentrated in vacuo. The crude product was pur... Starting materials: C1CCOC1, COC(=O)c1cccc2c1c1c(O)cc(C)cc1n2Cc1cccc(C)c1, [NH4+], [OH-]. The product is Cc1cccc(Cn2c3cc(C)cc(O)c3c3c(C(N)=O)cccc32)c1. As a reaction SMILES: [CH2:30]1[O:31][CH2:32][CH2:33][CH2:34]1.[CH3:1][c:2]1[cH:3][c:4]([CH2:8][n:9]2[c:10]3[cH:11][cH:12][cH:13][c:14]([C:24]([O:26][CH3:25])=[O:27])[c:15]3[c:16]3[c:17]([OH:23])[cH:18][c:19]([CH3:22])[cH:20][c:21]23)[cH:5][cH:6][cH:7]1.[NH4+:28].[OH-:29]>>[CH3:1][c:2]1[cH:3][c:4]([CH2:8][n:9]2[c:10]3[cH:11][cH:12][cH:13][c:14]([C:24](=[O:26])[NH2:28])[c:15]3[c:16]3[c:17]([OH:23])[cH:18][c:19]([CH3:22])[cH:20][c:21]23)[cH:5][cH:6][cH:7]1. Reported procedure: To a mixture of 0.77 milliliters (13.45 m mole) of acetic acid and 0.17 grams (1.47 m mole) of 85% phosphoric acid in 10 milliliters of acetonitrile is added, at room temperature, 1.9 milliliters (13.45 m mole) of trifluoroacetic acid anhydride. The mixture is stirred for 15 minutes and then treated by dropwise addition with 1.0 grams (4.42 m mole) of 2-(3-ethyl-5-methyl-4-isoxazolyl)-indole in 10 milliliters acetonitrile. The mixture is stirred for 31/2 hours at room temperature and then poured... Reaction conditions: time 15 minute. The reactants are C(C)C1=NOC(=C1C=1NC2=CC=CC=C2C1)C (2-(3-ethyl-5-methyl-4-isoxazolyl)-indole), C(C)(=O)O (acetic acid), P(O)(O)(O)=O (phosphoric acid), FC(C(=O)OC(C(F)(F)F)=O)(F)F (trifluoroacetic acid anhydride). RXN SMILES: [C:1](O)(=[O:3])[CH3:2].P(=O)(O)(O)O.FC(F)(F)C(OC(=O)C(F)(F)F)=O.[CH2:23]([C:25]1[C:29]([C:30]2[NH:31][C:32]3[C:37]([CH:38]=2)=[CH:36][CH:35]=[CH:34][CH:33]=3)=[C:28]([CH3:39])[O:27][N:26]=1)[CH3:24]>C(#N)C.CCOCC>[C:1]([C:38]1[C:37]2[C:32](=[CH:33][CH:34]=[CH:35][CH:36]=2)[NH:31][C:30]=1[C:29]1[C:25]([CH2:23][CH3:24])=[N:26][O:27][C:28]=1[CH3:39])(=[O:3])[CH3:2]. Yields the product C(C)(=O)C1=C(NC2=CC=CC=C12)C=1C(=NOC1C)CC (3-acetyl-2-(3-ethyl-5-methyl-4-isoxazolyl)-indole). The solvent is C(C)#N (acetonitrile), CCOCC (ether), C(C)#N (acetonitrile). Starting materials: ClC1=CC=C(C=C1)O (4-chlorophenol), C(C)(C)(C)OC(=O)N1C[C@@H](CC1)OC1=CC=C(C=C1)I ((R)-3-(4-Iodo-phenoxy)-pyrrolidine-1-carboxylic acid tert-butyl ester), C([O-])([O-])=O.[Cs+].[Cs+] (cesium carbonate). The reagents and catalysts are [Cu](I)I (copper iodide), Cl.CN(CC(=O)O)C (N,N-dimethylglycine HCl). Solvent: O1CCOCC1 (dioxane). Run at temperature 90 celsius. Yields the product C(C)(C)(C)OC(=O)N1C[C@@H](CC1)OC1=CC=C(C=C1)OC1=CC=C(C=C1)Cl ((R)-3-[4-(4-Chloro-phenoxy)-phenoxy]-pyrrolidine-1-carboxylic acid tert-butyl ester). Isolated yield 99.8%. As a reaction SMILES: [Cl:1][C:2]1[CH:7]=[CH:6][C:5]([OH:8])=[CH:4][CH:3]=1.[C:9]([O:13][C:14]([N:16]1[CH2:20][CH2:19][C@@H:18]([O:21][C:22]2[CH:27]=[CH:26][C:25](I)=[CH:24][CH:23]=2)[CH2:17]1)=[O:15])([CH3:12])([CH3:11])[CH3:10].C(=O)([O-])[O-].[Cs+].[Cs+]>[Cu](I)I.Cl.CN(C)CC(O)=O.O1CCOCC1>[C:9]([O:13][C:14]([N:16]1[CH2:20][CH2:19][C@@H:18]([O:21][C:22]2[CH:27]=[CH:26][C:25]([O:8][C:5]3[CH:6]=[CH:7][C:2]([Cl:1])=[CH:3][CH:4]=3)=[CH:24][CH:23]=2)[CH2:17]1)=[O:15])([CH3:12])([CH3:10])[CH3:11] |f:2.3.4,6.7|. Reported procedure: 4-chlorophenol (495 mg, 3.85 mmol), the product from step 1 (1 g, 2.57 mmol), cesium carbonate (1.67 g, 5.14 mmol), copper iodide (51 mg, 0.27 mmol), and N,N-dimethylglycine HCl (35 mg, 0.249 mmol), were taken into anhydrous dioxane (12 mL) in a nitrogen flushed 20 mL vial. The reaction was heated to 90° C. for 24 h. The mixture was concentrated to dryness, and the resulting oil was partitioned between water and ethyl acetate. The aqueous layer was washed with ethyl acetate 3×. The combined orga... The reactants are CC(=O)Nc1ccc(S(=O)(=O)O)c2ccccc12, O=S(=O)(O)Cl, O. Yields the product CC(=O)Nc1ccc(S(=O)(=O)Cl)c2ccccc12. RXN SMILES: [C:1]([CH3:2])(=[O:3])[NH:4][c:5]1[cH:6][cH:7][c:8]([S:15](=[O:16])(=[O:17])[OH:18])[c:9]2[cH:10][cH:11][cH:12][cH:13][c:14]12.[Cl:19][S:20]([OH:21])(=[O:22])=[O:23].[OH2:24]>>[C:1]([CH3:2])(=[O:3])[NH:4][c:5]1[cH:6][cH:7][c:8]([S:15](=[O:16])(=[O:18])[Cl:19])[c:9]2[cH:10][cH:11][cH:12][cH:13][c:14]12. Starting materials: [BH4-], C1CCOC1, ClCCl, C=C(c1ccc(SC)cc1)c1ccc(F)nc1, [Na+], O, O, Cl[Ru](Cl)Cl. The product is CSc1ccc(C(C)c2ccc(F)nc2)cc1. Reaction SMILES: [BH4-:18].[CH2:20]1[O:21][CH2:22][CH2:23][CH2:24]1.[Cl:26][CH2:27][Cl:28].[F:1][c:2]1[n:3][cH:4][c:5]([C:8](=[CH2:9])[c:10]2[cH:11][cH:12][c:13]([S:16][CH3:17])[cH:14][cH:15]2)[cH:6][cH:7]1.[Na+:19].[OH2:25].[OH2:29].[Ru:30]([Cl:31])([Cl:32])[Cl:33]>>[F:1][c:2]1[n:3][cH:4][c:5]([CH:8]([CH3:9])[c:10]2[cH:11][cH:12][c:13]([S:16][CH3:17])[cH:14][cH:15]2)[cH:6][cH:7]1.